From a dataset of the Open Reaction Database (ORD), a public repository of structured organic reaction records. describe an organic reaction: reactants, conditions, products, and yield Reactants: CO, Cl, CC(=O)c1ccc2ncc(C(C)c3cc4cnn(C)c4cc3F)n2n1, NNC(N)=O. The product is CC(=NNC(N)=O)c1ccc2ncc(C(C)c3cc4cnn(C)c4cc3F)n2n1. RXN SMILES: [CH3:32][OH:33].[ClH:26].[F:1][c:2]1[c:3]([CH:12]([CH3:13])[c:14]2[cH:15][n:16][c:17]3[n:18]2[n:19][c:20]([C:23]([CH3:24])=[O:25])[cH:21][cH:22]3)[cH:4][c:5]2[cH:6][n:7][n:8]([CH3:11])[c:9]2[cH:10]1.[NH:27]([NH2:28])[C:29](=[O:30])[NH2:31]>>[F:1][c:2]1[c:3]([CH:12]([CH3:13])[c:14]2[cH:15][n:16][c:17]3[n:18]2[n:19][c:20]([C:23]([CH3:24])=[N:28][NH:27][C:29](=[O:30])[NH2:31])[cH:21][cH:22]3)[cH:4][c:5]2[cH:6][n:7][n:8]([CH3:11])[c:9]2[cH:10]1. Starting materials: C(C)(C)(C)OC(NC1=C(C=C(C(=C1)OCC(F)(F)F)C(F)(F)F)N)=O ([2-amino-5-(2,2,2-trifluoro-ethoxy)-4-trifluoromethyl-phenyl]-carbamic acid tert-butyl ester), C(C)(C)(C)OC(CC(=O)C1=CC(=CC=C1)C1=CC(=NC=C1)C)=O (3-[3-(2-methyl-pyridin-4-yl)-phenyl]-3-oxo-propionic acid tert-butyl ester). Yield: 74.0%. The product is C(C)(C)(C)OC(NC1=C(C=C(C(=C1)OCC(F)(F)F)C(F)(F)F)NC(CC(=O)C1=CC(=CC=C1)C1=CC(=NC=C1)C)=O)=O ([2-{3-[3-(2-Methyl-pyridin-4-yl)-phenyl]-3-oxo-propionylamino}-5-(2,2,2-trifluoro-ethoxy)-4-trifluoromethyl-phenyl]-carbamic acid tert-butyl ester), oil. Reaction SMILES: [C:1]([O:5][C:6](=[O:25])[NH:7][C:8]1[CH:13]=[C:12]([O:14][CH2:15][C:16]([F:19])([F:18])[F:17])[C:11]([C:20]([F:23])([F:22])[F:21])=[CH:10][C:9]=1[NH2:24])([CH3:4])([CH3:3])[CH3:2].C([O:30][C:31](=O)[CH2:32][C:33]([C:35]1[CH:40]=[CH:39][CH:38]=[C:37]([C:41]2[CH:46]=[CH:45][N:44]=[C:43]([CH3:47])[CH:42]=2)[CH:36]=1)=[O:34])(C)(C)C>>[C:1]([O:5][C:6](=[O:25])[NH:7][C:8]1[CH:13]=[C:12]([O:14][CH2:15][C:16]([F:18])([F:17])[F:19])[C:11]([C:20]([F:22])([F:23])[F:21])=[CH:10][C:9]=1[NH:24][C:31](=[O:30])[CH2:32][C:33]([C:35]1[CH:40]=[CH:39][CH:38]=[C:37]([C:41]2[CH:46]=[CH:45][N:44]=[C:43]([CH3:47])[CH:42]=2)[CH:36]=1)=[O:34])([CH3:4])([CH3:2])[CH3:3]. Reported procedure: The title compound was prepared from [2-amino-5-(2,2,2-trifluoro-ethoxy)-4-trifluoromethyl-phenyl]-carbamic acid tert-butyl ester (Example J6) (374 mg, 1.0 mmol) and 3-[3-(2-methyl-pyridin-4-yl)-phenyl]-3-oxo-propionic acid tert-butyl ester (Example K12) (311 mg, 1.0 mmol) according to the general procedure M. Obtained as an orange oil (450 mg, 74%). Reactants: CC1C(CCCC1)=O (2-methylcyclohexanone), CC1C(CCC1)=O (2-methylcyclopentanone), COC(CCC1(C(CCC1)=O)C)=O (1-methyl-2-oxocyclopentanepropionic acid methyl ester). The product is COC(CCC1(C(CCCC1)=O)C)=O (1-Methyl-2-oxocyclohexanepropionic Acid Methyl Ester). RXN SMILES: [CH3:1]C1CCCCC1=O.CC1CCCC1=O.[CH3:16][O:17][C:18](=[O:28])[CH2:19][CH2:20][C:21]1([CH3:27])[CH2:25][CH2:24][CH2:23][C:22]1=[O:26]>>[CH3:16][O:17][C:18](=[O:28])[CH2:19][CH2:20][C:21]1([CH3:27])[CH2:25][CH2:24][CH2:23][CH2:1][C:22]1=[O:26]. Procedure: In the same manner but replacing 2-methylcyclohexanone with an equivalent amount of 2-methylcyclopentanone, 1-methyl-2-oxocyclopentanepropionic acid methyl ester, bp 88°-100° C./1.1 mm, nmr (CDCl3) δ 1.0 (s, 3H), 1.8 (m, 6H), 2.3 (m, 4H), 3.7 (s, 3H), is obtained. Reactants: C(C)(=O)OCC (ethyl acetate), P(P(I)I)(I)I (diphosphorus tetraiodide), P(P(I)I)(I)I (diphosphorus tetraiodide), C(C1=CC=CC=C1)(C1=CC=CC=C1)(C1=CC=CC=C1)NC=1SC=C(N1)C(C(=O)NC1C2CSC(C(N2C1=O)(C(=O)OC(C)(C)C)O)SC1=CC(=CC=C1)[N+](=O)[O-])=NOC (1,1-dimethylethyl 7-[2-(2-tritylaminothiazol-4-yl)-2-methoxyimino-acetamido]-2-hydroxy-3-(3-nitrophenylthio)-8-oxo-4-thia-1-azabicyclo[4,2,0]octane-2-carboxylate). Run in N1=CC=CC=C1 (pyridine). Conditions: time 5 minute. Product: C(C1=CC=CC=C1)(C1=CC=CC=C1)(C1=CC=CC=C1)NC=1SC=C(N1)C(C(=O)NC1C2CSC(=C(N2C1=O)C(=O)OC(C)(C)C)SC1=CC(=CC=C1)[N+](=O)[O-])=NOC (racemic 1,1-dimethylethyl 7-[2-(2-tritylaminothiazol-4-yl)-2-methoxyimino-acetamido]-3-(3-nitrophenylthio)-8-oxo-4-thia-1-azabicyclo[4,2,0]oct-2-ene-2-carboxylate). Yield: 45.6%. As a reaction SMILES: P(I)(I)P(I)I.[C:7]([NH:26][C:27]1[S:28][CH:29]=[C:30]([C:32](=[N:63][O:64][CH3:65])[C:33]([NH:35][CH:36]2[C:43](=[O:44])[N:42]3[CH:37]2[CH2:38][S:39][CH:40]([S:53][C:54]2[CH:59]=[CH:58][CH:57]=[C:56]([N+:60]([O-:62])=[O:61])[CH:55]=2)[C:41]3(O)[C:45]([O:47][C:48]([CH3:51])([CH3:50])[CH3:49])=[O:46])=[O:34])[N:31]=1)([C:20]1[CH:25]=[CH:24][CH:23]=[CH:22][CH:21]=1)([C:14]1[CH:19]=[CH:18][CH:17]=[CH:16][CH:15]=1)[C:8]1[CH:13]=[CH:12][CH:11]=[CH:10][CH:9]=1.C(OCC)(=O)C>N1C=CC=CC=1>[C:7]([NH:26][C:27]1[S:28][CH:29]=[C:30]([C:32](=[N:63][O:64][CH3:65])[C:33]([NH:35][CH:36]2[C:43](=[O:44])[N:42]3[CH:37]2[CH2:38][S:39][C:40]([S:53][C:54]2[CH:59]=[CH:58][CH:57]=[C:56]([N+:60]([O-:62])=[O:61])[CH:55]=2)=[C:41]3[C:45]([O:47][C:48]([CH3:51])([CH3:50])[CH3:49])=[O:46])=[O:34])[N:31]=1)([C:14]1[CH:15]=[CH:16][CH:17]=[CH:18][CH:19]=1)([C:8]1[CH:13]=[CH:12][CH:11]=[CH:10][CH:9]=1)[C:20]1[CH:25]=[CH:24][CH:23]=[CH:22][CH:21]=1. Procedure: A suspension of 677 mg of diphosphorus tetraiodide in 7 ml of pyridine was stirred under an inert atmosphere for 5 minutes and then 780 mg of the product of Step A were added. The mixture was stirred for 2 hours and then a further 363 mg of diphosphorus tetraiodide were added. The stirring was maintained for 1 hour and the reaction mixture was poured into 50 ml of ethyl acetate and filtered. The filtrate was evaporated to dryness under reduced pressure and the residue was dissolved in methylene ... Reactants: Fc1ccc(SC(=S)Sc2ccc(F)cc2)cc1, N#CCC(=O)c1ccc(F)cc1, [H-], [Na+], CN(C)C=O, c1ccccc1. Product: N#CC(C(=O)c1ccc(F)cc1)C(=S)Sc1ccc(F)cc1. RXN SMILES: [C:1]([S:3][c:4]1[cH:5][cH:6][c:7]([F:10])[cH:8][cH:9]1)([S:11][c:2]1[cH:12][cH:13][c:14]([F:15])[cH:16][cH:17]1)=[S:18].[F:21][c:22]1[cH:23][cH:24][c:25]([C:28]([CH2:29][C:30]#[N:31])=[O:32])[cH:26][cH:27]1.[H-:19].[Na+:20].[O:33]=[CH:34][N:35]([CH3:36])[CH3:37].[cH:38]1[cH:39][cH:40][cH:41][cH:42][cH:43]1>>[C:1]([S:3][c:4]1[cH:5][cH:6][c:7]([F:10])[cH:8][cH:9]1)(=[S:11])[CH:29]([C:28]([c:25]1[cH:24][cH:23][c:22]([F:21])[cH:27][cH:26]1)=[O:32])[C:30]#[N:31]. Starting materials: FC(C(=O)O)(F)F.FC=1C=C(C(=O)NC)C=C(C1C1=NC2=C(N1C[C@@H]1CNCCO1)C=CC(=C2)C)F ((S)-3,5-difluoro-N-methyl-4-(5-methyl-1-(morpholin-2-ylmethyl)-1H-benzo[d]imidazol-2-yl)benzamide trifluoroacetic acid salt), ClC(=O)OC (methyl chloroformate), C(C)(C)N(C(C)C)CC (N,N-diisopropylethylamine). Solvent: C(Cl)Cl (DCM). Run at time 30 minute. Product: FC1=C(C(=CC(=C1)C(NC)=O)F)C1=NC2=C(N1C[C@@H]1CN(CCO1)C(=O)OC)C=CC(=C2)C ((R)-methyl 2-((2-(2,6-difluoro-4-(methylcarbamoyl)phenyl)-5-methyl-1H-benzo[d]imidazol-1-yl)methyl)morpholine-4-carboxylate). Isolated yield 24.6%. RXN SMILES: FC(F)(F)C(O)=O.[F:8][C:9]1[CH:10]=[C:11]([CH:16]=[C:17]([F:36])[C:18]=1[C:19]1[N:23]([CH2:24][C@H:25]2[O:30][CH2:29][CH2:28][NH:27][CH2:26]2)[C:22]2[CH:31]=[CH:32][C:33]([CH3:35])=[CH:34][C:21]=2[N:20]=1)[C:12]([NH:14][CH3:15])=[O:13].Cl[C:38]([O:40][CH3:41])=[O:39].C(N(CC)C(C)C)(C)C>C(Cl)Cl>[F:36][C:17]1[CH:16]=[C:11]([C:12](=[O:13])[NH:14][CH3:15])[CH:10]=[C:9]([F:8])[C:18]=1[C:19]1[N:23]([CH2:24][C@H:25]2[O:30][CH2:29][CH2:28][N:27]([C:38]([O:40][CH3:41])=[O:39])[CH2:26]2)[C:22]2[CH:31]=[CH:32][C:33]([CH3:35])=[CH:34][C:21]=2[N:20]=1 |f:0.1|. Procedure details: A mixture of (S)-3,5-difluoro-N-methyl-4-(5-methyl-1-(morpholin-2-ylmethyl)-1H-benzo[d]imidazol-2-yl)benzamide trifluoroacetic acid salt (150 mg, 0.37 mmol), methyl chloroformate (0.058 mL, 0.75 mmol), and N,N-diisopropylethylamine (0.072 mL, 0.41 mmol) in DCM (10.00 mL) was stirred at room temperature for 30 min. The mixture was then concentrated under reduced pressure, and the residue was purified on preparative HPLC MS using the short high pH shallow gradient method (mobile phase: 30-50% B; A... Starting materials: NC1=C(C=C(C=C1)OC)S(=O)(=O)NC=1C=CC=C2C=CC=NC12 (2-amino-5-methoxy-N-quinolin-8-yl-benzenesulfonamide), CC(=O)O (AcOH), NC1=C(C=C(C=C1)OC)S(=O)(=O)NC=1C=CC=C2C=CC=NC12 (2-amino-5-methoxy-N-quinolin-8-yl-benzenesulfonamide), N(=O)OC(C)(C)C (t-butyl nitrite). Solvent: C1CCOC1 (THF). Product: COC=1C=C2S(NC3=C4N=CC=CC4=CC=C3C2=CC1)(=O)=O (8-Methoxy-5H-6-thia-4,5-diaza-chrysene 6,6-dioxide). Isolated yield 4.5%. RXN SMILES: N[C:2]1[CH:7]=[CH:6][C:5]([O:8][CH3:9])=[CH:4][C:3]=1[S:10]([NH:13][C:14]1[CH:15]=[CH:16][CH:17]=[C:18]2[C:23]=1[N:22]=[CH:21][CH:20]=[CH:19]2)(=[O:12])=[O:11].N(OC(C)(C)C)=O.CC(O)=O>C1COCC1>[CH3:9][O:8][C:5]1[CH:4]=[C:3]2[C:2](=[CH:7][CH:6]=1)[C:15]1[C:14](=[C:23]3[C:18](=[CH:17][CH:16]=1)[CH:19]=[CH:20][CH:21]=[N:22]3)[NH:13][S:10]2(=[O:11])=[O:12]. Reported procedure: In a similar fashion using route 16 general procedure 61, 2-amino-5-methoxy-N-quinolin-8-yl-benzenesulfonamide (Intermediate 293) (450 mg, 1.36 mmol), t-butyl nitrite (0.24 ml, 2.04 mmol), AcOH (4.5 ml) and THF (4.5 ml) gave the title compound (19 mg, 4%) after purification by column chromatography with DCM/MeOH (99.7:0.3) as the eluent. Reactants: solution, [H-].C(C(C)C)[Al+]CC(C)C (diisobutylaluminium hydride), C(C)(=O)NC=1C2=CC=C(C=C2C=2C(=C(C=CC2C1)OC)OC)C (9-acetylamino-3,4-dimethoxy-6-methyl-phenanthrene), hydrochloric acid ice, [OH-].[Na+] (sodium hydroxide). The solvent is C1(=CC=CC=C1)C (toluene), O1CCCC1 (tetrahydrofuran). Reaction conditions: time 2 hour. Yields the product C(C)NC=1C2=CC=C(C=C2C=2C(=C(C=CC2C1)OC)OC)C (9-ethylamino-3,4-dimethoxy-6-methyl-phenanthrene). Reaction SMILES: [H-].C([Al+]CC(C)C)C(C)C.[C:11]([NH:14][C:15]1[C:16]2[C:21]([C:22]3[C:23]([O:31][CH3:32])=[C:24]([O:29][CH3:30])[CH:25]=[CH:26][C:27]=3[CH:28]=1)=[CH:20][C:19]([CH3:33])=[CH:18][CH:17]=2)(=O)[CH3:12].[OH-].[Na+]>C1(C)C=CC=CC=1.O1CCCC1>[CH2:11]([NH:14][C:15]1[C:16]2[C:21]([C:22]3[C:23]([O:31][CH3:32])=[C:24]([O:29][CH3:30])[CH:25]=[CH:26][C:27]=3[CH:28]=1)=[CH:20][C:19]([CH3:33])=[CH:18][CH:17]=2)[CH3:12] |f:0.1,3.4|. Procedure details: 1700 ml (2.05M) of a 20% solution of diisobutylaluminium hydride in toluene are added at room temperature over a period of 45 minutes to a suspension of 105.7 g (0.342M) of 9-acetylamino-3,4-dimethoxy-6-methyl-phenanthrene in 1500 ml anhydrous tetrahydrofuran. The mixture is then warmed with stirring under a nitrogen atmosphere for 2 hours at 80°. The reaction mixture is then cooled at 0° and under nitrogen atmosphere and a mixture of 2500 ml 2N hydrochloric acid/ice, cooled at -10°, is added by...